Dataset: the Open Reaction Database (ORD), a public repository of structured organic reaction records. Task: describe an organic reaction: reactants, conditions, products, and yield Reactants: CO (methanol), C1(=CC=CC=C1)C1=CC=CC=C1 (biphenyl), ClC1=CC=C(C=C1)S(=O)(=O)Cl (4-chlorobenzenesulphonyl chloride), ferric chloride. The solvent is ClC=1C(=C(C=CC1)Cl)Cl (trichlorobenzene). Conditions: temperature 110 celsius, time 16 hour. Product: ClC1=CC=C(C=C1)S(=O)(=O)C1=CC=C(C=C1)C1=CC=CC=C1 (4-(4′-chlorobenzenesulphonyl)biphenyl). The yield is 65.0%. Reaction SMILES: [C:1]1([C:7]2[CH:12]=[CH:11][CH:10]=[CH:9][CH:8]=2)[CH:6]=[CH:5][CH:4]=[CH:3][CH:2]=1.[Cl:13][C:14]1[CH:19]=[CH:18][C:17]([S:20](Cl)(=[O:22])=[O:21])=[CH:16][CH:15]=1.CO>ClC1C(Cl)=C(Cl)C=CC=1>[Cl:13][C:14]1[CH:19]=[CH:18][C:17]([S:20]([C:4]2[CH:5]=[CH:6][C:1]([C:7]3[CH:8]=[CH:9][CH:10]=[CH:11][CH:12]=3)=[CH:2][CH:3]=2)(=[O:22])=[O:21])=[CH:16][CH:15]=1. Procedure details: A mixture of biphenyl (10 g, 0.065 mol) and 4-chlorobenzenesulphonyl chloride (13.69 g, 0.065 mol) in trichlorobenzene (3 mL) was heated with stirring to 110° C. Anhydrous ferric chloride (0.05 g, 0.0003 mmol) was added and stirring was continued at 150° C. for 16 h. The cooled solid was stirred with methanol (200 mL). The product was filtered, washed with methanol, dried, and recrystallised from acetic acid to give 4-(4′-chlorobenzenesulphonyl)biphenyl (13.9 g, 65%); m.p. 169° C. (lit. 171-173°... The reactants are O=C([O-])[O-], CCOC(=O)CNCc1ccc(OC)cc1OC, CCOC(=O)c1sc(-c2ccccc2)nc1CBr, CN(C)C=O, [K+], [K+]. The product is CCOC(=O)CN(Cc1ccc(OC)cc1OC)Cc1nc(-c2ccccc2)sc1C(=O)OCC. RXN SMILES: [C:37](=[O:38])([O-:39])[O-:40].[CH2:19]([CH3:20])[O:21][C:22]([CH2:23][NH:24][CH2:25][c:26]1[c:27]([O:34][CH3:35])[cH:28][c:29]([O:32][CH3:33])[cH:30][cH:31]1)=[O:36].[CH2:1]([CH3:2])[O:3][C:4](=[O:5])[c:6]1[c:7]([CH2:17][Br:18])[n:8][c:9](-[c:11]2[cH:12][cH:13][cH:14][cH:15][cH:16]2)[s:10]1.[CH3:43][N:44]([CH3:45])[CH:46]=[O:47].[K+:41].[K+:42]>>[CH2:1]([CH3:2])[O:3][C:4](=[O:5])[c:6]1[c:7]([CH2:17][N:24]([CH2:23][C:22]([O:21][CH2:19][CH3:20])=[O:36])[CH2:25][c:26]2[c:27]([O:34][CH3:35])[cH:28][c:29]([O:32][CH3:33])[cH:30][cH:31]2)[n:8][c:9](-[c:11]2[cH:12][cH:13][cH:14][cH:15][cH:16]2)[s:10]1. Reactants: NC1=NNC(=C1)C(C)(C)C (3-Amino-5-t-butylpyrazole), C([O-])(O)=O.[Na+] (sodium bicarbonate), ClC(=O)OC (methyl chloroformate). Run in O (water). Yields the product C(C)(C)(C)C1=CC(=NN1)NC(OC)=O (methyl N-(5-t-butyl-3-pyrazolyl)carbamate). Yield: 73.9%. RXN SMILES: [NH2:1][C:2]1[CH:6]=[C:5]([C:7]([CH3:10])([CH3:9])[CH3:8])[NH:4][N:3]=1.C(=O)(O)[O-].[Na+].Cl[C:17]([O:19][CH3:20])=[O:18]>O>[C:7]([C:5]1[NH:4][N:3]=[C:2]([NH:1][C:17](=[O:18])[O:19][CH3:20])[CH:6]=1)([CH3:10])([CH3:9])[CH3:8] |f:1.2|. Procedure: 42 g of Compound [II] and 30 g of sodium bicarbonate were dissolved in 2 l of water, and 34 g of methyl chloroformate was added dropwise to the solution over 1.5 hours at 10° C. The mixture was allowed to react at 10° C. for one hour. After completion of the reaction, the solid product was collected by filtration, washed with water and dried to obtain 44 g of methyl N-(5-t-butyl-3-pyrazolyl)carbamate. Reactants: BrCc1ccc(Br)cc1, N#Cc1ccc(Nn2cnnc2)cc1, CC#N. Yields the product N#Cc1ccc(N(Cc2ccc(Br)cc2)n2cnnc2)cc1. Reaction SMILES: [Br:15][c:16]1[cH:17][cH:18][c:19]([CH2:20][Br:21])[cH:22][cH:23]1.[C:1](#[N:2])[c:3]1[cH:4][cH:5][c:6]([NH:9][n:10]2[cH:11][n:12][n:13][cH:14]2)[cH:7][cH:8]1.[CH3:24][C:25]#[N:26]>>[C:1](#[N:2])[c:3]1[cH:4][cH:5][c:6]([N:9]([n:10]2[cH:11][n:12][n:13][cH:14]2)[CH2:20][c:19]2[cH:18][cH:17][c:16]([Br:15])[cH:23][cH:22]2)[cH:7][cH:8]1.